Dataset: the Open Reaction Database (ORD), a public repository of structured organic reaction records. Task: describe an organic reaction: reactants, conditions, products, and yield Starting materials: CC1=NOC(=C1C1=C2CCC(N3C2=C(C=C1)NC3=O)C3=CC=CC=C3)C (7-(3,5-dimethylisoxazol-4-yl)-4-phenyl-5,6-dihydro-4H-imidazo[4,5,1-ij]quinolin-2(1H)-one), C([O-])([O-])=O.[Cs+].[Cs+] (cesium carbonate), CI (methyl iodide). Run in CN(C=O)C (N,N-dimethylformamide). Reaction conditions: time 16 hour. The product is CC1=NOC(=C1C1=C2CCC(N3C2=C(C=C1)N(C3=O)C)C3=CC=CC=C3)C (7-(3,5-Dimethylisoxazol-4-yl)-1-methyl-4-phenyl-5,6-dihydro-4H-imidazo[4,5,1-ij]quinolin-2(1H)-one). The yield is 73.6%. As a reaction SMILES: [CH3:1][C:2]1[C:6]([C:7]2[CH:16]=[CH:15][C:14]3[NH:17][C:18](=[O:19])[N:12]4[C:13]=3[C:8]=2[CH2:9][CH2:10][CH:11]4[C:20]2[CH:25]=[CH:24][CH:23]=[CH:22][CH:21]=2)=[C:5]([CH3:26])[O:4][N:3]=1.[C:27](=O)([O-])[O-].[Cs+].[Cs+].CI>CN(C)C=O>[CH3:1][C:2]1[C:6]([C:7]2[CH:16]=[CH:15][C:14]3[N:17]([CH3:27])[C:18](=[O:19])[N:12]4[C:13]=3[C:8]=2[CH2:9][CH2:10][CH:11]4[C:20]2[CH:25]=[CH:24][CH:23]=[CH:22][CH:21]=2)=[C:5]([CH3:26])[O:4][N:3]=1 |f:1.2.3|. Reported procedure: A solution of 7-(3,5-dimethylisoxazol-4-yl)-4-phenyl-5,6-dihydro-4H-imidazo[4,5,1-ij]quinolin-2(1H)-one (10.7 g, 0.031 mmol) in N,N-dimethylformamide (0.50 mL) was treated with cesium carbonate (20.2 g, 0.062 mmol) followed by methyl iodide (2.9 μL, 46.5 μmol) and stirred at room temperature for 16 h. Purification via preparative LCMS (XBridge C18 column, eluting with a gradient of acetonitrile/water containing 0.1% trifluoroacetic acid, at flow rate of 60 mL/min) gave the desired product (8.2 m...